From a dataset of the Open Reaction Database (ORD), a public repository of structured organic reaction records. describe an organic reaction: reactants, conditions, products, and yield The reactants are IC1=C(N2CCC3=C(C(C2=N1)OC1CCN(CC1)C)C=CC=C3)C (2-iodo-1-methyl-4-(1-methylpiperidin-4-yloxy)-9,10-dihydro-4H-3,10a-diaza-benzo[f]azulene), FC=1C=C(C=CC1)B(O)O (3-fluorobenzeneboronic acid), C([O-])([O-])=O.[K+].[K+] (potassium carbonate), aqueous solution. The reagents and catalysts are C1=CC=C(C=C1)P([C-]2C=CC=C2)C3=CC=CC=C3.C1=CC=C(C=C1)P([C-]2C=CC=C2)C3=CC=CC=C3.Cl[Pd]Cl.[Fe+2] ([1,1′-bis(diphenylphosphino)ferrocene]dichloropalladium). Solvent: C1(=CC=CC=C1)C (toluene), C(C)O (ethanol). Reaction conditions: temperature 95 celsius, time 20 hour. Product: FC=1C=C(C=CC1)C1=C(N2CCC3=C(C(C2=N1)OC1CCN(CC1)C)C=CC=C3)C (2-(3-fluorophenyl)-1-methyl-4-(1-methylpiperidin-4-yloxy)-9,10-dihydro-4H-3,10a-diaza-benzo[f]azulene). As a reaction SMILES: I[C:2]1[N:11]=[C:10]2[N:4]([CH2:5][CH2:6][C:7]3[CH:23]=[CH:22][CH:21]=[CH:20][C:8]=3[CH:9]2[O:12][CH:13]2[CH2:18][CH2:17][N:16]([CH3:19])[CH2:15][CH2:14]2)[C:3]=1[CH3:24].[F:25][C:26]1[CH:27]=[C:28](B(O)O)[CH:29]=[CH:30][CH:31]=1.C(=O)([O-])[O-].[K+].[K+]>C1(C)C=CC=CC=1.C(O)C.C1C=CC(P(C2C=CC=CC=2)[C-]2C=CC=C2)=CC=1.C1C=CC(P(C2C=CC=CC=2)[C-]2C=CC=C2)=CC=1.Cl[Pd]Cl.[Fe+2]>[F:25][C:26]1[CH:31]=[C:30]([C:2]2[N:11]=[C:10]3[N:4]([CH2:5][CH2:6][C:7]4[CH:23]=[CH:22][CH:21]=[CH:20][C:8]=4[CH:9]3[O:12][CH:13]3[CH2:18][CH2:17][N:16]([CH3:19])[CH2:15][CH2:14]3)[C:3]=2[CH3:24])[CH:29]=[CH:28][CH:27]=1 |f:2.3.4,7.8.9.10|. Reported procedure: To a solution of 2-iodo-1-methyl-4-(1-methylpiperidin-4-yloxy)-9,10-dihydro-4H-3,10a-diaza-benzo[f]azulene (example 133) (100 mg, 0.23 mmole) in toluene (2 mL) and ethanol (1 mL) in a screw-capped vial are added 3-fluorobenzeneboronic acid (64 mg, 0.46 mmole), [1,1′-bis(diphenylphosphino)ferrocene]dichloropalladium (10 mg) and an 1M aqueous solution of potassium carbonate (0.8 mL). The vial is evacuated and filled with argon. The reaction mixture is stirred at 95° C. for 20 hours. Water is added... Reactants: COC1=C(C(=C2C(OCC2=C1C)=O)OS(=O)(=O)C1=CC=C(C=C1)C)C/C=C(/CCC(=O)OC)\C (methyl (E) 6-(1,3-dihydro-6-methoxy-7-methyl-3-oxo-4-p-toluenesulfonyloxyisobenzofuran-5-yl)-4-methyl-4-hexenoate), C(C)(=O)OCC (ethyl acetate), Cl (hydrochloric acid), [I-].[Li+] (lithium iodide). Solvent: N1=C(C=C(C=C1C)C)C (2,4,6-collidine). Yields the product OC1=C(C(=C2C(OCC2=C1C)=O)OS(=O)(=O)C1=CC=C(C=C1)C)CC=C(CCC(=O)O)C (6-(1,3-dihydro-6-hydroxy-7-methyl-3-oxo-4-p-toluenesulfonyloxyisobenzofuran-5-yl)-4-methyl-4-hexenoic acid). RXN SMILES: C[O:2][C:3]1[C:11]([CH3:12])=[C:10]2[C:6]([C:7](=[O:13])[O:8][CH2:9]2)=[C:5]([O:14][S:15]([C:18]2[CH:23]=[CH:22][C:21]([CH3:24])=[CH:20][CH:19]=2)(=[O:17])=[O:16])[C:4]=1[CH2:25]/[CH:26]=[C:27](\[CH3:34])/[CH2:28][CH2:29][C:30]([O:32]C)=[O:31].[I-].[Li+].C(OCC)(=O)C.Cl>N1C(C)=CC(C)=CC=1C>[OH:2][C:3]1[C:11]([CH3:12])=[C:10]2[C:6]([C:7](=[O:13])[O:8][CH2:9]2)=[C:5]([O:14][S:15]([C:18]2[CH:19]=[CH:20][C:21]([CH3:24])=[CH:22][CH:23]=2)(=[O:17])=[O:16])[C:4]=1[CH2:25][CH:26]=[C:27]([CH3:34])[CH2:28][CH2:29][C:30]([OH:32])=[O:31] |f:1.2|. Procedure: A solution of methyl (E) 6-(1,3-dihydro-6-methoxy-7-methyl-3-oxo-4-p-toluenesulfonyloxyisobenzofuran-5-yl)-4-methyl-4-hexenoate (28 g) in 2,4,6-collidine (100 ml) was heated to 65° C. and lithium iodide (50 g) was added. After 3 days the solution was added to ethyl acetate and dilute hydrochloric acid. The organic layer was dried and evaporated to afford (E) 6-(1,3-dihydro-6-hydroxy-7-methyl-3-oxo-4-p-toluenesulfonyloxyisobenzofuran-5-yl)-4-methyl-4-hexenoic acid. Starting materials: NC=1C=C(C=CC1)C1=C(C=NC2=C(C=CC=C12)C(F)(F)F)C(=O)C1=CC=CC=C1 ([4-(3-amino-phenyl)-8-trifluoromethyl-quinolin 3-yl]-phenyl-methanone), C1(=CC=CC=C1)N=C=S (phenyl isothiocyanate). Product: C(C1=CC=CC=C1)(=O)C=1C=NC2=C(C=CC=C2C1C=1C=C(C=CC1)NC(=S)NC1=CC=CC=C1)C(F)(F)F (N-{3-[3-BENZOYL-8-(TRIFLUOROMETHYL)QUINOLIN-4-YL]PHENYL}-N′-PHENYLTHIOUREA). Reaction SMILES: [NH2:1][C:2]1[CH:3]=[C:4]([C:8]2[C:17]3[C:12](=[C:13]([C:18]([F:21])([F:20])[F:19])[CH:14]=[CH:15][CH:16]=3)[N:11]=[CH:10][C:9]=2[C:22]([C:24]2[CH:29]=[CH:28][CH:27]=[CH:26][CH:25]=2)=[O:23])[CH:5]=[CH:6][CH:7]=1.[C:30]1([N:36]=[C:37]=[S:38])[CH:35]=[CH:34][CH:33]=[CH:32][CH:31]=1>>[C:22]([C:9]1[CH:10]=[N:11][C:12]2[C:17]([C:8]=1[C:4]1[CH:3]=[C:2]([NH:1][C:37]([NH:36][C:30]3[CH:35]=[CH:34][CH:33]=[CH:32][CH:31]=3)=[S:38])[CH:7]=[CH:6][CH:5]=1)=[CH:16][CH:15]=[CH:14][C:13]=2[C:18]([F:21])([F:19])[F:20])(=[O:23])[C:24]1[CH:25]=[CH:26][CH:27]=[CH:28][CH:29]=1. Procedure: The title compound was prepared from [4-(3-amino-phenyl)-8-trifluoromethyl-quinolin 3-yl]-phenyl-methanone and phenyl isothiocyanate according to the procedure of Example 65. MS (ESI) m/z 526. Starting materials: COC1=C(C=C(C=C1)N1CCN(CC1)CCC1=CC=CC=C1)C (1-(4-methoxy-3-methylphenyl)-4-phenethylpiperazine), C1(CCCCC1)CCN1CCN(CC1)C1=C(C=C(C(=C1)F)OC)F (1-(2-cyclohexylethyl)-4-(2,5-difluoro-4-methoxyphenyl)-piperazine). Yields the product C1(CCCCC1)CCN1CCN(CC1)C1=CC(=C(C=C1F)O)F (4-[4-(2-cyclohexylethyl)piperazin-1-yl]-2,5-difluorophenol). Yield: 36.3%. Reaction SMILES: COC1C=CC(N2CCN(CCC3C=CC=CC=3)CC2)=CC=1C.[CH:24]1([CH2:30][CH2:31][N:32]2[CH2:37][CH2:36][N:35]([C:38]3[CH:43]=[C:42]([F:44])[C:41]([O:45]C)=[CH:40][C:39]=3[F:47])[CH2:34][CH2:33]2)[CH2:29][CH2:28][CH2:27][CH2:26][CH2:25]1>>[CH:24]1([CH2:30][CH2:31][N:32]2[CH2:37][CH2:36][N:35]([C:38]3[C:39]([F:47])=[CH:40][C:41]([OH:45])=[C:42]([F:44])[CH:43]=3)[CH2:34][CH2:33]2)[CH2:29][CH2:28][CH2:27][CH2:26][CH2:25]1. Procedure: Production Example 10 was repeated except that 1-(4-methoxy-3-methylphenyl)-4-phenethylpiperazine was replaced with 1-(2-cyclohexylethyl)-4-(2,5-difluoro-4-methoxyphenyl)-piperazine (250 mg). The resulting crude product was purified on TLC (developer, chloroform: methanol=13:1) to provide 4-[4-(2-cyclohexylethyl)piperazin-1-yl]-2,5-difluorophenol (87 mg). Starting materials: CC(C)(Br)C(=O)OCc1ccccc1, CC#N, CCOC(C)=O, FC(F)(F)c1ccc(N2CCNCC2)nc1, [K+], [K+], O=C([O-])[O-]. Product: CC(C)(C(=O)OCc1ccccc1)N1CCN(c2ccc(C(F)(F)F)cn2)CC1. Reaction SMILES: [Br:23][C:24]([C:25](=[O:26])[O:27][CH2:28][c:29]1[cH:30][cH:31][cH:32][cH:33][cH:34]1)([CH3:35])[CH3:36].[CH3:37][C:38]#[N:39].[CH3:40][CH2:41][O:42][C:43]([CH3:44])=[O:45].[F:1][C:2]([c:3]1[cH:4][cH:5][c:6]([N:9]2[CH2:10][CH2:11][NH:12][CH2:13][CH2:14]2)[n:7][cH:8]1)([F:15])[F:16].[K+:17].[K+:18].[O-:19][C:20]([O-:21])=[O:22]>>[F:1][C:2]([c:3]1[cH:4][cH:5][c:6]([N:9]2[CH2:10][CH2:11][N:12]([C:24]([C:25](=[O:26])[O:27][CH2:28][c:29]3[cH:30][cH:31][cH:32][cH:33][cH:34]3)([CH3:35])[CH3:36])[CH2:13][CH2:14]2)[n:7][cH:8]1)([F:15])[F:16]. The product is Cl(=O)(=O)(=O)[O-].C(C)(=O)NC=1O[CH2+](C2=C(C1)C=C(C(=C2)OCC)OC)C (3-Acetamido-7-ethoxy-6-methoxy-1-methyl-2-benzopyrylium Perchlorate). The yield is 100.0%. RXN SMILES: [CH2:1]([O:3][C:4]1[CH:9]=[CH:8][C:7]([CH2:10][C:11]#[N:12])=[CH:6][C:5]=1[O:13][CH3:14])[CH3:2].[C:15](OC(=O)C)(=[O:17])[CH3:16].[Cl:22]([OH:26])(=[O:25])(=[O:24])=[O:23].[CH2:27]([O:29]CC)[CH3:28]>>[Cl:22]([O-:26])(=[O:25])(=[O:24])=[O:23].[C:15]([NH:12][C:11]1[O:29][CH2+:27]([CH3:28])[C:8]2[CH:9]=[C:4]([O:3][CH2:1][CH3:2])[C:5]([O:13][CH3:14])=[CH:6][C:7]=2[CH:10]=1)(=[O:17])[CH3:16] |f:4.5|. Conditions: time 42 hour. Reported procedure: To an ice-cooled and stirred solution of 25 grams 4-ethoxy-3-methoxyphenylacetonitrile (0.13 mmol) in 74 ml acetic anhydride (0.785 mol) was slowly added perchloric acid (70%, 11.7 N, 15.5 ml, 0.182 mol) over a 15 minute period. The dark reaction mixture slowly became a yellow slurry and was stirred at room temperature for 42 hours. The mixture was diluted with 200 ml diethyl ether and a crystalline yellow solid was isolated by filtration, washed with diethyl ether and dried in vacuo to provide ... The reactants are ice, Cl(=O)(=O)(=O)O (perchloric acid), C(C)OC1=C(C=C(C=C1)CC#N)OC (4-ethoxy-3-methoxyphenylacetonitrile), C(C)(=O)OC(C)=O (acetic anhydride), C(C)OCC (diethyl ether). The reactants are CC[O-].[Na+] (NaOEt), COC1=C(C(=C(C=C1)OC)CBr)CBr (1,4-dimethoxy-2,3-dibromomethylbenzene), C[O-].[Na+] (sodium methoxide), SCC(=O)OCC (ethyl 2-mercaptoacetate). Run in C(Cl)Cl (CH2Cl2), CO (MeOH). Reaction conditions: temperature 0 celsius, time 2 hour. The product is C(=O)(OC)C1SCC2=C(C=CC(=C2C1)OC)OC (3-carbomethoxy-5,8-dimethoxyisothiochroman). Isolated yield 45.0%. Reaction SMILES: [CH3:1][O:2][C:3]1[CH:8]=[CH:7][C:6]([O:9][CH3:10])=[C:5]([CH2:11]Br)[C:4]=1[CH2:13]Br.[SH:15][CH2:16][C:17]([O:19][CH2:20]C)=[O:18].C[O-].[Na+].CC[O-].[Na+]>C(Cl)Cl.CO>[C:17]([CH:16]1[CH2:13][C:4]2[C:5](=[C:6]([O:9][CH3:10])[CH:7]=[CH:8][C:3]=2[O:2][CH3:1])[CH2:11][S:15]1)([O:19][CH3:20])=[O:18] |f:2.3,4.5|. Procedure details: 1,4-dimethoxy-2,3-dibromomethylbenzene (10.0 g, 30.88 mmol) was dissolved in CH2Cl2 and MeOH (750 ml, 6:4) followed by addition of ethyl 2-mercaptoacetate (4.02 ml, 37.06 mmol) with stirring under argon. The mixture was then cooled to 0° C. followed by dropwise addition of sodium methoxide (4.37M, 8.5 ml, 37.06 mmol) over a period of 2 h using an automatic syringe pump. After 5 minutes the solvent was evaporated and the crude was redissolved in THF (400 ml) and cooled to 0° C. again. NaOEt (2.10...